From a dataset of the Open Reaction Database (ORD), a public repository of structured organic reaction records. describe an organic reaction: reactants, conditions, products, and yield Reactants: C(C)(C)(C)N (t-butylamine), ClC1=CC=C(C=C1)C=1N=C(N(C1C1=CC=C(C=C1)Cl)C)C(=O)O (4,5-di-(4-chlorophenyl)-1-methylimidazole-2-carboxylic acid). Yields the product C(C)(C)(C)NC(=O)C=1N(C(=C(N1)C1=CC=C(C=C1)Cl)C1=CC=C(C=C1)Cl)C (N-(t-Butyl)-4,5-di-(4-chlorophenyl)-1-methylimidazole-2-carboxamide). As a reaction SMILES: [C:1]([NH2:5])([CH3:4])([CH3:3])[CH3:2].[Cl:6][C:7]1[CH:12]=[CH:11][C:10]([C:13]2[N:14]=[C:15]([C:26](O)=[O:27])[N:16]([CH3:25])[C:17]=2[C:18]2[CH:23]=[CH:22][C:21]([Cl:24])=[CH:20][CH:19]=2)=[CH:9][CH:8]=1>>[C:1]([NH:5][C:26]([C:15]1[N:16]([CH3:25])[C:17]([C:18]2[CH:23]=[CH:22][C:21]([Cl:24])=[CH:20][CH:19]=2)=[C:13]([C:10]2[CH:9]=[CH:8][C:7]([Cl:6])=[CH:12][CH:11]=2)[N:14]=1)=[O:27])([CH3:4])([CH3:3])[CH3:2]. Procedure details: Using essentially the same procedure as Example 20, Step B, but using t-butylamine (0.020 mL, 0.12 mmol), 4,5-di-(4-chlorophenyl)-1-methylimidazole-2-carboxylic acid (20 mg, 0.060 mmol) from Example 20, Step A was converted to the title compound. HPLC/MS: 402 (M+1), 404 (M+3); Rt=4.53 min. The reactants are ClC1=CC=C(C=C1)C(C1C(OC(OC1=O)(C)C)=O)C1=CNC2=C(C=C(C=C12)F)CSC (5-[(4-Chlorophenyl){5-fluoro-7-[(methylsulfanyl)methyl]-1H-indol-3-yl}methyl]-2,2-dimethyl-1,3-dioxane-4,6-dione). The reagents and catalysts are [Cu] (copper). The solvent is N1=CC=CC=C1 (pyridine), C(C)O (ethanol). Product: ClC1=CC=C(C=C1)C(CC(=O)OCC)C1=CNC2=C(C=C(C=C12)F)CSC (Ethyl 3-(4-chlorophenyl)-3-{5-fluoro-7-[(methylsulfanyl)methyl]-1H-indol-3-yl}propanoate). As a reaction SMILES: [Cl:1][C:2]1[CH:7]=[CH:6][C:5]([CH:8]([C:19]2[C:27]3[C:22](=[C:23]([CH2:29][S:30][CH3:31])[CH:24]=[C:25]([F:28])[CH:26]=3)[NH:21][CH:20]=2)[CH:9]2C(=O)O[C:12](C)([CH3:16])[O:11][C:10]2=[O:18])=[CH:4][CH:3]=1>N1C=CC=CC=1.C(O)C.[Cu]>[Cl:1][C:2]1[CH:3]=[CH:4][C:5]([CH:8]([C:19]2[C:27]3[C:22](=[C:23]([CH2:29][S:30][CH3:31])[CH:24]=[C:25]([F:28])[CH:26]=3)[NH:21][CH:20]=2)[CH2:9][C:10]([O:11][CH2:12][CH3:16])=[O:18])=[CH:6][CH:7]=1. Procedure details: 2.0 mg (0.03 mmol) of copper powder were added to 2.21 g (3.08 mmol) of the compound from Example 19A with a purity of 64% in 23 ml of pyridine and 6 ml of ethanol. The reaction mixture was heated under reflux for 1 h. It was concentrated, and the crude product was purified by preparative HPLC (RP18 column; mobile phase: acetonitrile/water gradient) to result in 1.29 g (82% of theory) of the title compound with a purity of 79%. Reactants: CCOC(=O)Cc1cc(F)c(N2Cc3c(c(OCC)c4ccccc4c3OCC)C2=O)c(F)c1, CC(=O)O, Cl, O. The product is CCOc1c2c(c(OCC)c3ccccc13)C(=O)N(c1c(F)cc(CC(=O)O)cc1F)C2. As a reaction SMILES: [CH2:1]([CH3:2])[O:3][c:4]1[c:5]2[c:6]([c:7]([O:28][CH2:29][CH3:30])[c:8]3[c:12]1[CH2:11][N:10]([c:13]1[c:14]([F:26])[cH:15][c:16]([CH2:20][C:21](=[O:22])[O:23][CH2:24][CH3:25])[cH:17][c:18]1[F:19])[C:9]3=[O:27])[cH:31][cH:32][cH:33][cH:34]2.[CH3:35][C:36](=[O:37])[OH:38].[ClH:39].[OH2:40]>>[CH2:1]([CH3:2])[O:3][c:4]1[c:5]2[c:6]([c:7]([O:28][CH2:29][CH3:30])[c:8]3[c:12]1[CH2:11][N:10]([c:13]1[c:14]([F:26])[cH:15][c:16]([CH2:20][C:21](=[O:22])[OH:23])[cH:17][c:18]1[F:19])[C:9]3=[O:27])[cH:31][cH:32][cH:33][cH:34]2. Reactants: N1CCC2=CC=CC=C12 (2,3-dihydro-1H-indole), C1[C@H](C)O1 ((S)-propylene oxide). Run in C(C)O (ethanol). The product is OC(CN1CCC2=CC=CC=C12)C (2,3-dihydro-1-(2-hydroxypropyl)indole). Yield: 62.9%. RXN SMILES: [NH:1]1[C:9]2[C:4](=[CH:5][CH:6]=[CH:7][CH:8]=2)[CH2:3][CH2:2]1.[CH2:10]1[O:13][C@H:11]1[CH3:12]>C(O)C>[OH:13][CH:11]([CH3:12])[CH2:10][N:1]1[C:9]2[C:4](=[CH:5][CH:6]=[CH:7][CH:8]=2)[CH2:3][CH2:2]1. Procedure: A mixture of 2,3-dihydro-1H-indole (5.74 g, 48.2 mmol), and (S)-propylene oxide (2.8 g, 48.2 mmol) in ethanol (200 mL) is heated at reflux for 18 hours. The resulting mixture is cooled to room temperature, and evaporated to give a crude oil. The material is purified by flash chromatography (25% ethyl acetate/hexanes) to give 5.37 g (63%) of 2,3-dihydro-1-(2-hydroxypropyl)indole. The reactants are C(C(=C)C)(=O)O[Si](C)(C)C (trimethylsilyl methacrylate), b-2-phenylethyl methacrylate, C(C(=C)C)(=O)OCCN(C)C (2-dimethylaminoethyl methacrylate), C(C(=C)C)(=O)O.CCOC(COCCOCCO)O (b-ethoxytriethylene glycol methacrylate), [F-].C(CCC)[N+](CCCC)(CCCC)CCCC (tetrabutylammonium fluoride). Yields the product C(C(=C)C)(=O)O (methacrylic acid), b-2-phenylethyl methacrylate, C(C(=C)C)(=O)OCCN(C)C (2-dimethylaminoethyl methacrylate), C(C(=C)C)(=O)O.CCOC(COCCOCCO)O (b-ethoxytriethylene glycol methacrylate). Reaction SMILES: [C:1]([O:6][Si](C)(C)C)(=[O:5])[C:2]([CH3:4])=[CH2:3].[C:11]([O:16][CH2:17][CH2:18][N:19]([CH3:21])[CH3:20])(=[O:15])[C:12]([CH3:14])=[CH2:13].[C:22]([OH:27])(=[O:26])[C:23]([CH3:25])=[CH2:24].[CH3:28][CH2:29][O:30][CH:31]([OH:40])[CH2:32][O:33][CH2:34][CH2:35][O:36][CH2:37][CH2:38][OH:39].[F-].C([N+](CCCC)(CCCC)CCCC)CCC>>[C:1]([OH:6])(=[O:5])[C:2]([CH3:4])=[CH2:3].[C:11]([O:16][CH2:17][CH2:18][N:19]([CH3:21])[CH3:20])(=[O:15])[C:12]([CH3:14])=[CH2:13].[C:22]([OH:27])(=[O:26])[C:23]([CH3:25])=[CH2:24].[CH3:28][CH2:29][O:30][CH:31]([OH:40])[CH2:32][O:33][CH2:34][CH2:35][O:36][CH2:37][CH2:38][OH:39] |f:2.3,4.5,8.9|. Procedure: The solution of poly(trimethylsilyl methacrylate [48 mol %]-b-2-phenylethyl methacrylate [30 mol %]-co-2-dimethylaminoethyl methacrylate [7 mol %]-b-ethoxytriethylene glycol methacrylate [15 mol %]) was treated with 45 mL of 0.03 M methanolic tetrabutylammonium fluoride and heated at reflux for 8 hr. The solution was evaporated in a rotary evaporator under reduced pressure. The residual polymer was dried for 24 hr in a vacuum oven to give 59 g of poly(methacrylic acid [48 mol %]-b-2-phenylethyl ... The reactants are CCO, COc1c(C)cc([N+](=O)[O-])cc1C. Product: COc1c(C)cc(N)cc1C. As a reaction SMILES: [CH3:14][CH2:15][OH:16].[CH3:1][c:2]1[c:3]([O:12][CH3:13])[c:4]([CH3:11])[cH:5][c:6]([N+:8]([O-:9])=[O:10])[cH:7]1>>[CH3:1][c:2]1[c:3]([O:12][CH3:13])[c:4]([CH3:11])[cH:5][c:6]([NH2:8])[cH:7]1.